Dataset: the Open Reaction Database (ORD), a public repository of structured organic reaction records. Task: describe an organic reaction: reactants, conditions, products, and yield Reactants: FC=1C=C(C(=O)O)C=CC1O (3-fluoro-4-hydroxy-benzoic acid), S(O)(O)(=O)=O (sulphuric acid), C(C)O (ethanol). Yields the product C(C)OC(C1=CC(=C(C=C1)O)F)=O (3-Fluoro-4-hydroxy-benzoic Acid Ethyl Ester). The yield is 85.0%. RXN SMILES: [F:1][C:2]1[CH:3]=[C:4]([CH:8]=[CH:9][C:10]=1[OH:11])[C:5]([OH:7])=[O:6].S(=O)(=O)(O)O.[CH2:17](O)[CH3:18]>>[CH2:17]([O:6][C:5](=[O:7])[C:4]1[CH:8]=[CH:9][C:10]([OH:11])=[C:2]([F:1])[CH:3]=1)[CH3:18]. Procedure: A solution of 3-fluoro-4-hydroxy-benzoic acid (5.16 g, 33.1 mmol) in ethanol (100 ml) was treated with conc. sulphuric acid (5 ml), and the mixture heated at reflux for 4 days. The volatiles were removed in vacuo, and the aqueous residue was basified with saturated NaHCO3 and extracted twice with diethyl ether. The combined organic extracts were dried and concentrated in vacuo to yield the title compound (5.16 g, 85%). Starting materials: CC(C)O, ClCCl, CC1(C)OCc2cc(C3CN(CCCCCCOCCOCc4cccc(N)c4)C(=O)O3)ccc2O1, O=C=NC1CCCCC1. RXN SMILES: [CH:46]([OH:47])([CH3:48])[CH3:49].[Cl:50][CH2:51][Cl:52].[NH2:1][c:2]1[cH:3][c:4]([CH2:5][O:6][CH2:7][CH2:8][O:9][CH2:10][CH2:11][CH2:12][CH2:13][CH2:14][CH2:15][N:16]2[C:17](=[O:33])[O:18][CH:19]([c:21]3[cH:22][c:23]4[c:24]([cH:31][cH:32]3)[O:25][C:26]([CH3:29])([CH3:30])[O:27][CH2:28]4)[CH2:20]2)[cH:34][cH:35][cH:36]1.[O:37]=[C:38]=[N:39][CH:40]1[CH2:41][CH2:42][CH2:43][CH2:44][CH2:45]1>>[NH:1]([c:2]1[cH:3][c:4]([CH2:5][O:6][CH2:7][CH2:8][O:9][CH2:10][CH2:11][CH2:12][CH2:13][CH2:14][CH2:15][N:16]2[C:17](=[O:33])[O:18][CH:19]([c:21]3[cH:22][c:23]4[c:24]([cH:31][cH:32]3)[O:25][C:26]([CH3:29])([CH3:30])[O:27][CH2:28]4)[CH2:20]2)[cH:34][cH:35][cH:36]1)[C:38](=[O:37])[NH:39][CH:40]1[CH2:41][CH2:42][CH2:43][CH2:44][CH2:45]1. Yields the product CC1(C)OCc2cc(C3CN(CCCCCCOCCOCc4cccc(NC(=O)NC5CCCCC5)c4)C(=O)O3)ccc2O1. Reactants: NC1=C(C=C(OCCN2CC3=CC=CC=C3CC2)C=C1)[N+](=O)[O-] (N-[(4-amino-3-nitrophenoxy)ethyl]-1,2,3,4-tetrahydroisoquinoline). Reagents/catalysts: [Ni] (Ni). Run in CO (MeOH). Reaction conditions: time 4 hour. The product is NC=1C=C(OCCN2CC3=CC=CC=C3CC2)C=CC1N (N-[(3,4-diaminophenoxy)ethyl]-1,2,3,4-tetrahydroisoquinoline). Isolated yield 96.2%. RXN SMILES: [NH2:1][C:2]1[CH:20]=[CH:19][C:5]([O:6][CH2:7][CH2:8][N:9]2[CH2:18][CH2:17][C:16]3[C:11](=[CH:12][CH:13]=[CH:14][CH:15]=3)[CH2:10]2)=[CH:4][C:3]=1[N+:21]([O-])=O>CO.[Ni]>[NH2:21][C:3]1[CH:4]=[C:5]([CH:19]=[CH:20][C:2]=1[NH2:1])[O:6][CH2:7][CH2:8][N:9]1[CH2:18][CH2:17][C:16]2[C:11](=[CH:12][CH:13]=[CH:14][CH:15]=2)[CH2:10]1. Reported procedure: A mixture of N-[(4-amino-3-nitrophenoxy)ethyl]-1,2,3,4-tetrahydroisoquinoline (250 mg, 0.8 mmol) and Raney Ni (about 200 mg) in MeOH (15 mL) was shaken under H2 (25 parr) for 4 h, then filtered. The filtrate was evapoated, and the residue was purified by chromatography over silica gel (CHCl3-EtOH-NH4OH, 60:40:0.5) to give 218 mg (96%) of N-[(3,4-diaminophenoxy)ethyl]-1,2,3,4-tetrahydroisoquinoline as a brown viscous oil. 1H NMR (CDCl3): 2.87-2.96 (m, 10H), 3.764 (s, 2H), 4.122 (t, 2H, J=5), 6.54... Reactants: OCCBr, O=C([O-])[O-], CC(C)=O, [I-], [K+], [K+], [K+], CCOC(=O)C1CCCNC1. Product: CCOC(=O)C1CCCN(CCO)C1. As a reaction SMILES: [Br:12][CH2:13][CH2:14][OH:15].[C:16](=[O:17])([O-:18])[O-:19].[CH3:24][C:25](=[O:26])[CH3:27].[I-:23].[K+:20].[K+:21].[K+:22].[NH:1]1[CH2:2][CH:3]([C:4](=[O:5])[O:6][CH2:7][CH3:8])[CH2:9][CH2:10][CH2:11]1>>[N:1]1([CH2:13][CH2:14][OH:15])[CH2:2][CH:3]([C:4](=[O:5])[O:6][CH2:7][CH3:8])[CH2:9][CH2:10][CH2:11]1. Starting materials: N#Cc1cc(C(=O)N2CS(=O)(=O)c3ccccc32)ccc1O, CO, ClCCl, O=C1CCC(=O)N1I, O=S(=O)(O)C(F)(F)F. Product: N#Cc1cc(C(=O)N2CS(=O)(=O)c3ccccc32)cc(I)c1O. RXN SMILES: [C:1](#[N:2])[c:3]1[cH:4][c:5]([C:6](=[O:7])[N:8]2[CH2:9][S:10](=[O:17])(=[O:18])[c:11]3[c:12]2[cH:13][cH:14][cH:15][cH:16]3)[cH:19][cH:20][c:21]1[OH:22].[CH3:42][OH:43].[Cl:39][CH2:40][Cl:41].[I:23][N:24]1[C:25](=[O:26])[CH2:27][CH2:28][C:29]1=[O:30].[OH:31][S:32]([C:33]([F:34])([F:35])[F:36])(=[O:37])=[O:38]>>[C:1](#[N:2])[c:3]1[cH:4][c:5]([C:6](=[O:7])[N:8]2[CH2:9][S:10](=[O:17])(=[O:18])[c:11]3[c:12]2[cH:13][cH:14][cH:15][cH:16]3)[cH:19][c:20]([I:23])[c:21]1[OH:22]. Starting materials: C#CCBr, CCN(C(C)C)C(C)C, CC(C)=O, [I-], [Na+], O=Cc1cc(O)ccc1[N+](=O)[O-]. Product: C#CCOc1ccc([N+](=O)[O-])c(C=O)c1. As a reaction SMILES: [CH2:15]([C:16]#[CH:17])[Br:18].[CH2:19]([N:20]([CH:21]([CH3:22])[CH3:23])[CH:24]([CH3:25])[CH3:26])[CH3:27].[CH3:28][C:29](=[O:30])[CH3:31].[I-:14].[Na+:13].[OH:1][c:2]1[cH:3][cH:4][c:5]([N+:10](=[O:11])[O-:12])[c:6]([CH:7]=[O:8])[cH:9]1>>[O:1]([c:2]1[cH:3][cH:4][c:5]([N+:10](=[O:11])[O-:12])[c:6]([CH:7]=[O:8])[cH:9]1)[CH2:17][C:16]#[CH:15]. The reactants are O=C([O-])[O-], COS(=O)(=O)OC, CC#N, [K+], [K+], COC(=O)c1cc(C(C)C)c(O)cc1O. Product: COC(=O)c1cc(C(C)C)c(OC)cc1O. RXN SMILES: [C:16](=[O:17])([O-:18])[O-:19].[CH3:22][O:23][S:24]([O:25][CH3:26])(=[O:27])=[O:28].[CH3:29][C:30]#[N:31].[K+:20].[K+:21].[OH:1][c:2]1[c:3]([C:4](=[O:5])[O:6][CH3:7])[cH:8][c:9]([CH:13]([CH3:14])[CH3:15])[c:10]([OH:12])[cH:11]1>>[OH:1][c:2]1[c:3]([C:4](=[O:5])[O:6][CH3:7])[cH:8][c:9]([CH:13]([CH3:14])[CH3:15])[c:10]([O:12][CH3:16])[cH:11]1. Starting materials: CCI, CN(C)C=O, [NH2-], [Na], O=C(c1ccccc1Nc1ccncc1)N1CCCCC1. Yields the product CCN(c1ccncc1)c1ccccc1C(=O)N1CCCCC1. Reaction SMILES: [CH2:24]([CH3:25])[I:26].[CH3:27][N:28]([CH3:29])[CH:30]=[O:31].[NH2-:23].[Na:22].[n:1]1[cH:2][cH:3][c:4]([NH:7][c:8]2[c:9]([C:10](=[O:11])[N:12]3[CH2:13][CH2:14][CH2:15][CH2:16][CH2:17]3)[cH:18][cH:19][cH:20][cH:21]2)[cH:5][cH:6]1>>[n:1]1[cH:2][cH:3][c:4]([N:7]([c:8]2[c:9]([C:10](=[O:11])[N:12]3[CH2:13][CH2:14][CH2:15][CH2:16][CH2:17]3)[cH:18][cH:19][cH:20][cH:21]2)[CH2:24][CH3:25])[cH:5][cH:6]1. Reactants: ice, OCCN(CCO)CCOC1=CC=CC=C1 (2-[(2-hydroxyethyl)-(2-phenoxyethyl)-amino]ethanol), S(=O)(Cl)Cl (thionyl chloride), C(Cl)(Cl)Cl (chloroform). Product: Cl.ClCCN(CCOC1=CC=CC=C1)CCCl (Bis-(2-chloroethyl)-(2-phenoxyethyl)amine hydrochloride). As a reaction SMILES: O[CH2:2][CH2:3][N:4]([CH2:8][CH2:9][O:10][C:11]1[CH:16]=[CH:15][CH:14]=[CH:13][CH:12]=1)[CH2:5]CO.S(Cl)([Cl:19])=O.[CH:21]([Cl:24])(Cl)Cl>>[ClH:19].[Cl:19][CH2:2][CH2:3][N:4]([CH2:5][CH2:21][Cl:24])[CH2:8][CH2:9][O:10][C:11]1[CH:16]=[CH:15][CH:14]=[CH:13][CH:12]=1 |f:3.4|. Procedure details: To an ice-cold solution of 2-[(2-hydroxyethyl)-(2-phenoxyethyl)-amino]ethanol (H, 43.9 g, 194 mmol) in chloroform (140 mL) was added thionyl chloride (SOCl2; 114.8 g, 965 mmol) dropwise. The reaction mixture was then reflux for 1.5 h and concentrated. The residue was then suspended in the mixture of ethyl acetate and isopropyl ether. The precipitate was filtered and dried in a vacuum oven to afford the title compound quantitatively as a light brown crystal. This product was then used without fur... The reactants are N[C@H](C(C)(O)C)CC1=CC=CC=C1 ((3S)-3-Amino-2-methyl-4-phenylbutan-2-ol), C(=O)(C=1NC=CN1)C=1NC=CN1 (carbonyl diimidazole). The solvent is ClCCl (dichloromethane). Product: C(C1=CC=CC=C1)[C@@H]1NC(OC1(C)C)=O ((S)-4-Benzyl-5,5-dimethyloxazolidin-2-one). The yield is 95.9%. As a reaction SMILES: [NH2:1][C@@H:2]([CH2:7][C:8]1[CH:13]=[CH:12][CH:11]=[CH:10][CH:9]=1)[C:3]([CH3:6])([OH:5])[CH3:4].[C:14](C1NC=CN=1)(C1NC=CN=1)=[O:15]>ClCCl>[CH2:7]([C@H:2]1[C:3]([CH3:4])([CH3:6])[O:5][C:14](=[O:15])[NH:1]1)[C:8]1[CH:9]=[CH:10][CH:11]=[CH:12][CH:13]=1. Reported procedure: To a solution of (8) (16.27 g, 90.9 mmol) in dichloromethane (1 1) was added carbonyl diimidazole (17.69 g, 109.1 mmol) and the reaction mixture was refluxed for 2 hours. The reaction was quenched with hydrochloric acid (1M) and the product extracted repeatedly with dichloromethane. The combined organic extracts were dried over magnesium sulphate. After concentration in vacuo the residue was purified by flash column chromatography using 40% ethyl acetate/40-60 petroleum ether as eluant to give t...